This data is from the Open Reaction Database (ORD), a public repository of structured organic reaction records. The task is: describe an organic reaction: reactants, conditions, products, and yield The reactants are OC1=C(C(=O)C2=C(C=CC=C2)O)C=CC=C1 (2,2'-dihydroxybenzophenone), CS(=O)C (dimethyl sulfoxide), BrCBr (dibromomethane), C([O-])([O-])=O.[K+].[K+] (potassium carbonate). The solvent is O (water), [OH-].[Na+] (sodium hydroxide). Conditions: time 1.5 hour. The product is C1=CC=CC=2OCOC3=C(C(C21)=O)C=CC=C3 (Dibenzo[d,g][1,3]dioxocin-12-one). Reaction SMILES: [OH:1][C:2]1[CH:16]=[CH:15][CH:14]=[CH:13][C:3]=1[C:4]([C:6]1[CH:11]=[CH:10][CH:9]=[CH:8][C:7]=1[OH:12])=[O:5].[CH3:17]S(C)=O.BrCBr.C(=O)([O-])[O-].[K+].[K+]>O.[OH-].[Na+]>[CH:13]1[C:3]2[C:4](=[O:5])[C:6]3[CH:11]=[CH:10][CH:9]=[CH:8][C:7]=3[O:12][CH2:17][O:1][C:2]=2[CH:16]=[CH:15][CH:14]=1 |f:3.4.5,7.8|. Reported procedure: A mixture of 21.4 g (100 mmol) of 2,2'-dihydroxybenzophenone, 150 mL of anhydrous dimethyl sulfoxide, 20.9 g (120 mmol) of dibromomethane, and 30.4 g of dry powdered potassium carbonate was prepared and was heated by means of an oil bath set at 75° C. and stirred. The temperature rose to 87° C. over a 15-min period and then dropped. After another 1.5 hours, the mixture was cooled, diluted with 250 mL of water and 100 mL of 1N aqueous sodium hydroxide. This mixture was extracted with ether (2×100...